Task: describe an organic reaction: reactants, conditions, products, and yield. Dataset: the Open Reaction Database (ORD), a public repository of structured organic reaction records The reactants are COC(=O)c1ccc(C(=O)Nc2ccc3c(c2)C(C)(C)CCC3(C)C)cc1, CO, Cl, [Na+], [OH-], O. The product is CC1(C)CCC(C)(C)c2cc(NC(=O)c3ccc(C(=O)O)cc3)ccc21. Reaction SMILES: [CH3:1][C:2]1([CH3:27])[c:3]2[cH:4][cH:5][c:6]([NH:14][C:15](=[O:16])[c:17]3[cH:18][cH:19][c:20]([C:21](=[O:22])[O:23][CH3:24])[cH:25][cH:26]3)[cH:7][c:8]2[C:9]([CH3:12])([CH3:13])[CH2:10][CH2:11]1.[CH3:31][OH:32].[ClH:30].[Na+:29].[OH-:28].[OH2:33]>>[CH3:1][C:2]1([CH3:27])[c:3]2[cH:4][cH:5][c:6]([NH:14][C:15](=[O:16])[c:17]3[cH:18][cH:19][c:20]([C:21](=[O:22])[OH:23])[cH:25][cH:26]3)[cH:7][c:8]2[C:9]([CH3:12])([CH3:13])[CH2:10][CH2:11]1.